Dataset: the Open Reaction Database (ORD), a public repository of structured organic reaction records. Task: describe an organic reaction: reactants, conditions, products, and yield Reactants: [NH4+].[Cl-] (NH4Cl), ClC=1C=C(C=C(C1OCC(F)(F)F)C1=CC=C(C=C1)C(F)(F)F)CC(=O)OCC (Ethyl 2-(5-chloro-6-(2,2,2-trifluoroethoxy)-4′-(trifluoromethyl)biphenyl-3-yl)acetate), C(C(C)C)Br (isobutyl bromide), [H-].[Na+] (NaH). Solvent: CN(C)C=O (DMF). Run at temperature 0 celsius, time 1 hour. Yields the product ClC=1C=C(C=C(C1OCC(F)(F)F)C1=CC=C(C=C1)C(F)(F)F)C(C(=O)OCC)CC(C)C (ethyl 2-(5-chloro-6-(2,2,2-trifluoroethoxy)-4′-(trifluoromethyl)biphenyl-3-yl)-4-methylpentanoate). Isolated yield 59.2%. As a reaction SMILES: [Cl:1][C:2]1[CH:3]=[C:4]([CH2:24][C:25]([O:27][CH2:28][CH3:29])=[O:26])[CH:5]=[C:6]([C:14]2[CH:19]=[CH:18][C:17]([C:20]([F:23])([F:22])[F:21])=[CH:16][CH:15]=2)[C:7]=1[O:8][CH2:9][C:10]([F:13])([F:12])[F:11].[H-].[Na+].[CH2:32](Br)[CH:33]([CH3:35])[CH3:34].[NH4+].[Cl-]>CN(C=O)C>[Cl:1][C:2]1[CH:3]=[C:4]([CH:24]([CH2:32][CH:33]([CH3:35])[CH3:34])[C:25]([O:27][CH2:28][CH3:29])=[O:26])[CH:5]=[C:6]([C:14]2[CH:15]=[CH:16][C:17]([C:20]([F:21])([F:22])[F:23])=[CH:18][CH:19]=2)[C:7]=1[O:8][CH2:9][C:10]([F:13])([F:12])[F:11] |f:1.2,4.5|. Procedure details: Ethyl 2-(5-chloro-6-(2,2,2-trifluoroethoxy)-4′-(trifluoromethyl)biphenyl-3-yl)acetate (0.75 g, 1.70 mmol) was dissolved in anhydrous DMF (20 mL), NaH (60% wt. in paraffin oil, 0.049 g, 2.04 mmol) was added at 0° C. The reaction mixture was stirred for 30 min at room temperature, upon which isobutyl bromide (0.2 mL, 1.87 mmol), was added in a drop wise manner at 0° C. The reaction mixture was stirred an additional 1 h at 0° C. and then saturated NH4Cl solution (10 mL) was added. The reaction mixt... Starting materials: O[C@@H](CC(=O)OC)C (methyl (R)-3-hydroxybutyrate), C(CCC)[Sn](CCCC)=O (dibutyltin oxide), O[C@@H](CC(=O)OC)C ((R)-3HB), C(CCCO)O (1,4-butanediol). Run at temperature 140 celsius, time 5 hour. Product: O[C@@H](CC(=O)OC)C.C(CCCO)O (Methyl (R)-3-hydroxy-butyrate 1,4-Butanediol). Yield: 90.4%. RXN SMILES: [OH:1][C@H:2]([CH3:8])[CH2:3][C:4]([O:6][CH3:7])=[O:5].[CH2:9]([OH:14])[CH2:10][CH2:11][CH2:12][OH:13].C([Sn](=O)CCCC)CCC>>[OH:1][C@H:2]([CH3:8])[CH2:3][C:4]([O:6][CH3:7])=[O:5].[CH2:9]([OH:14])[CH2:10][CH2:11][CH2:12][OH:13] |f:3.4|. Procedure: In a 200 ml reactor were charged 105.5 g (0.893 mol) of methyl (R)-3-hydroxybutyrate (hereinafter abbreviated as (R)-3HB), 8.05 g (0.0893 mol) of 1,4-butanediol, and 0.45 g (1.80 mmol) of dibutyltin oxide, and the mixture was distilled at 130° C. for 3 hours in a nitrogen stream to remove methanol. The pressure was gradually diminished to 0.5 mmHg, and the reaction mixture was stirred at 140° C. under that reduced pressure for 5 hours to obtain 76.8 g (percent yield: 90.4%) of the titled oligome... Reactants: FC1=CC=C(C=C1)C=1N=C(SC1)C1CCN(CC1)C(=O)OC(C)(C)C (tert-butyl 4-[4-(4-fluorophenyl)-1,3-thiazol-2-yl]piperidine-1-carboxylate), solution, Cl (hydrogen chloride), C(C)(=O)OCC (ethyl acetate), C(C)(=O)OCC (ethyl acetate). Run at time 12 hour. Yields the product Cl.Cl.FC1=CC=C(C=C1)C=1N=C(SC1)N1CCCCC1 (1-[4-(4-Fluorophenyl)-1,3-thiazol-2-yl]piperidine dihydrochloride). The yield is 82.0%. RXN SMILES: [F:1][C:2]1[CH:7]=[CH:6][C:5]([C:8]2[N:9]=[C:10](C3CCN(C(OC(C)(C)C)=O)CC3)[S:11][CH:12]=2)=[CH:4][CH:3]=1.[ClH:26].C(O[CH2:31][CH3:32])(=O)C>>[ClH:26].[ClH:26].[F:1][C:2]1[CH:3]=[CH:4][C:5]([C:8]2[N:9]=[C:10]([N:9]3[CH2:32][CH2:31][CH2:4][CH2:5][CH2:8]3)[S:11][CH:12]=2)=[CH:6][CH:7]=1 |f:3.4.5|. Procedure details: To a solution of tert-butyl 4-[4-(4-fluorophenyl)-1,3-thiazol-2-yl]piperidine-1-carboxylate (2.49 g, 6.85 mmol) in ethyl acetate (100 ml) was added a 4N solution (100 ml) of hydrogen chloride in ethyl acetate, and the mixture was stirred at room temperature for 12 hours. The solvent was distilled off under reduced pressure to give 1.88 g (82.0%) of the desired product as a solid.